describe an organic reaction: reactants, conditions, products, and yield From a dataset of the Open Reaction Database (ORD), a public repository of structured organic reaction records. Reactants: ClCC(CCC1=CC=C(C=C1)Cl)O (1-chloro-4-(4-chlorophenyl)-2-butanol), CC(=O)C.OS(=O)(=O)O.O=[Cr](=O)=O (Jones reagent). Solvent: O (water), CC(=O)C (acetone). Reaction conditions: time 8 hour. Product: ClCC(CCC1=CC=C(C=C1)Cl)=O (1-chloro-4-(4-chlorophenyl)-2-butanone). Isolated yield 97.7%. RXN SMILES: [Cl:1][CH2:2][CH:3]([OH:13])[CH2:4][CH2:5][C:6]1[CH:11]=[CH:10][C:9]([Cl:12])=[CH:8][CH:7]=1.CC(C)=O.OS(O)(=O)=O.O=[Cr](=O)=O>CC(C)=O.O>[Cl:1][CH2:2][C:3](=[O:13])[CH2:4][CH2:5][C:6]1[CH:11]=[CH:10][C:9]([Cl:12])=[CH:8][CH:7]=1 |f:1.2.3|. Reported procedure: A solution of 1-chloro-4-(4-chlorophenyl)-2-butanol (125 g) in acetone (200 ml) at 0° C. was treated with 570 ml of Jones reagent (from sodium dichromate dihydrate (100 g), concentrated sulfuric acid (136 g) and water to 500 ml) and stirred overnight at room temperature. The resulting solution was diluted with water (200 ml), extracted with ether (3×300 ml) and the extracts washed with water, aqueous sodium bicarbonate, and dried (MgSO4). Evaporation of the ether gave 121 g of 1-chloro-4-(4-chlo... The reactants are COc1c(C)cc(C2(c3cccc(Br)c3)N=C(N)c3c(F)cccc32)nc1C, O=C([O-])[O-], CCOC(C)=O, COCCOC, CCO, [Cs+], [Cs+], O, O, OB(O)c1cncnc1. Product: COc1c(C)cc(C2(c3cccc(-c4cncnc4)c3)N=C(N)c3c(F)cccc32)nc1C. As a reaction SMILES: [Br:1][c:2]1[cH:3][c:4]([C:8]2([c:19]3[n:20][c:21]([CH3:28])[c:22]([O:26][CH3:27])[c:23]([CH3:25])[cH:24]3)[N:9]=[C:10]([NH2:18])[c:11]3[c:12]([F:17])[cH:13][cH:14][cH:15][c:16]32)[cH:5][cH:6][cH:7]1.[C:38](=[O:39])([O-:40])[O-:41].[CH3:44][CH2:45][O:46][C:47]([CH3:48])=[O:49].[CH3:50][O:51][CH2:52][CH2:53][O:54][CH3:55].[CH3:56][CH2:57][OH:58].[Cs+:42].[Cs+:43].[OH2:59].[OH2:60].[n:29]1[cH:30][n:31][cH:32][c:33]([B:35]([OH:36])[OH:37])[cH:34]1>>[c:2]1(-[c:33]2[cH:32][n:31][cH:30][n:29][cH:34]2)[cH:3][c:4]([C:8]2([c:19]3[n:20][c:21]([CH3:28])[c:22]([O:26][CH3:27])[c:23]([CH3:25])[cH:24]3)[N:9]=[C:10]([NH2:18])[c:11]3[c:12]([F:17])[cH:13][cH:14][cH:15][c:16]32)[cH:5][cH:6][cH:7]1. Reactants: [Na] (sodium), N1C(=CC2=CC=CC=C12)C=O (2-indolealdehyde). The reagents and catalysts are [Cl-].C(C1=CC=CC=C1)[P+](C1=CC=CC=C1)(C1=CC=CC=C1)C1=CC=CC=C1 (benzyltriphenylphosphonium chloride). Run in C(C)O (ethanol), C(C)O (ethanol). Reaction conditions: time 1.5 hour. The product is N1C(=CC2=CC=CC=C12)\C=C/C1=CC=CC=C1 ((Z)-1-(2-indolyl)-2-phenylethylene). As a reaction SMILES: [NH:1]1[C:9]2[C:4](=[CH:5][CH:6]=[CH:7][CH:8]=2)[CH:3]=[C:2]1[CH:10]=O.[Na]>[Cl-].C([P+](C1C=CC=CC=1)(C1C=CC=CC=1)C1C=CC=CC=1)C1C=CC=CC=1.C(O)C>[NH:1]1[C:9]2[C:4](=[CH:5][CH:6]=[CH:7][CH:8]=2)[CH:3]=[C:2]1/[CH:10]=[CH:3]\[C:4]1[CH:9]=[CH:8][CH:7]=[CH:6][CH:5]=1 |f:2.3,^1:11|. Procedure: 2.0 g (13.7 mmole) 2-indolealdehyde and 5.3 g (13.7 mmole) benzyltriphenylphosphonium chloride are heated to a boil in 30 ml dry ethanol. A freshly prepared solution of 0.32 g (13.9 mmole) sodium in 15 ml ethanol is added dropwise thereto within about 1.5 hours. Subsequently, it is boiled under reflux for one hour, after cooling the solvent is distilled off, and the residue is partitioned between dichloromethane and water. The organic phase is dried over sodium sulphate, evaporated, and the resi... Starting materials: BrC=1C(=C(C(=CC1)N)N)C (4-bromo-3-methyl-1,2-benzenediamine), Cl (HCl), C(=O)O (formic acid), [NH4+].[OH-] (NH4OH). Conditions: temperature 60 celsius. Yields the product BrC1=C(C2=C(NC=N2)C=C1)C (5-bromo-4-methyl-1H-benzo[d]imidazole). Isolated yield 98.0%. As a reaction SMILES: [Br:1][C:2]1[C:3]([CH3:10])=[C:4]([NH2:9])[C:5]([NH2:8])=[CH:6][CH:7]=1.Cl.[NH4+].[OH-].[CH:14](O)=O>>[Br:1][C:2]1[CH:7]=[CH:6][C:5]2[NH:8][CH:14]=[N:9][C:4]=2[C:3]=1[CH3:10] |f:2.3|. Procedure details: A mixture of 156 (28 g, 140 mmol), formic acid (240 mL) and 37% concentrated HCl (400 mL) was heated to 60° C. for 12 h, cooled in an ice-water bath, and the pH slowly adjusted to 8-9 with 28% concentrated NH4OH. The solid was collected by filtration, washed with water and dried in air to afford 25 g (98%) of 5-bromo-4-methyl-1H-benzo[d]imidazole (158) as a yellow solid: MS (ESI) m/z=213 [M+1]+. The reactants are BrC=1C=NN(C1)C1CCC1 (4-bromo-1-(cyclobutyl)-1H-pyrazole), CS(=O)(=O)OC1COCC1 (tetrahydrofuran-3-yl methanesulfonate). The product is BrC=1C=NN(C1)C1COCC1 (4-bromo-1-(tetrahydrofuran-3-yl)-1H-pyrazole). Reaction SMILES: [Br:1][C:2]1[CH:3]=[N:4][N:5]([CH:7]2[CH2:10][CH2:9][CH2:8]2)[CH:6]=1.CS(OC1CCOC1)(=O)=[O:13]>>[Br:1][C:2]1[CH:3]=[N:4][N:5]([CH:7]2[CH2:10][CH2:9][O:13][CH2:8]2)[CH:6]=1. Procedure details: The title compound was prepared in the same manner as 4-bromo-1-(cyclobutyl)-1H-pyrazole, but using tetrahydrofuran-3-yl methanesulfonate (prepared according to procedures known in the art). Starting materials: C, CCO, CCOC(C)=O, [Pd], CN(CCN1CCC(OC(=O)Nc2ccccc2-c2ccccc2)CC1)C(=O)CCCCCN(C(=O)OCc1ccccc1)c1ccc(N(C)C(=O)CCN(C)C(=O)COC2Cc3ccccc3C23CCN(CCC2(c4ccc(F)cc4)CN(C(=O)c4cc(C(F)(F)F)cc(C(F)(F)F)c4)CO2)CC3)cc1. Product: CN(CCN1CCC(OC(=O)Nc2ccccc2-c2ccccc2)CC1)C(=O)CCCCCNc1ccc(N(C)C(=O)CCN(C)C(=O)COC2Cc3ccccc3C23CCN(CCC2(c4ccc(F)cc4)CN(C(=O)c4cc(C(F)(F)F)cc(C(F)(F)F)c4)CO2)CC3)cc1. As a reaction SMILES: [C:116].[CH3:107][CH2:108][OH:109].[CH3:110][CH2:111][O:112][C:113](=[O:114])[CH3:115].[Pd:117].[c:1]1(-[c:101]2[cH:102][cH:103][cH:104][cH:105][cH:106]2)[c:2]([NH:7][C:8](=[O:9])[O:10][CH:11]2[CH2:12][CH2:13][N:14]([CH2:17][CH2:18][N:19]([C:20]([CH2:21][CH2:22][CH2:23][CH2:24][CH2:25][N:26]([C:27](=[O:28])[O:29][CH2:30][c:31]3[cH:32][cH:33][cH:34][cH:35][cH:36]3)[c:37]3[cH:38][cH:39][c:40]([N:43]([CH3:44])[C:45]([CH2:46][CH2:47][N:48]([CH3:49])[C:50]([CH2:51][O:52][CH:53]4[C:54]5([c:55]6[cH:56][cH:57][cH:58][cH:59][c:60]6[CH2:61]4)[CH2:62][CH2:63][N:64]([CH2:67][CH2:68][C:69]4([c:90]6[cH:91][cH:92][c:93]([F:96])[cH:94][cH:95]6)[CH2:70][N:71]([C:74]([c:75]6[cH:76][c:77]([C:85]([F:86])([F:87])[F:88])[cH:78][c:79]([C:81]([F:82])([F:83])[F:84])[cH:80]6)=[O:89])[CH2:72][O:73]4)[CH2:65][CH2:66]5)=[O:97])=[O:98])[cH:41][cH:42]3)=[O:99])[CH3:100])[CH2:15][CH2:16]2)[cH:3][cH:4][cH:5][cH:6]1>>[c:1]1(-[c:101]2[cH:102][cH:103][cH:104][cH:105][cH:106]2)[c:2]([NH:7][C:8](=[O:9])[O:10][CH:11]2[CH2:12][CH2:13][N:14]([CH2:17][CH2:18][N:19]([C:20]([CH2:21][CH2:22][CH2:23][CH2:24][CH2:25][NH:26][c:37]3[cH:38][cH:39][c:40]([N:43]([CH3:44])[C:45]([CH2:46][CH2:47][N:48]([CH3:49])[C:50]([CH2:51][O:52][CH:53]4[C:54]5([c:55]6[cH:56][cH:57][cH:58][cH:59][c:60]6[CH2:61]4)[CH2:62][CH2:63][N:64]([CH2:67][CH2:68][C:69]4([c:90]6[cH:91][cH:92][c:93]([F:96])[cH:94][cH:95]6)[CH2:70][N:71]([C:74]([c:75]6[cH:76][c:77]([C:85]([F:86])([F:87])[F:88])[cH:78][c:79]([C:81]([F:82])([F:83])[F:84])[cH:80]6)=[O:89])[CH2:72][O:73]4)[CH2:65][CH2:66]5)=[O:97])=[O:98])[cH:41][cH:42]3)=[O:99])[CH3:100])[CH2:15][CH2:16]2)[cH:3][cH:4][cH:5][cH:6]1. Product: NC1(CCC1)C1=CC=C(C=C1)C=1C(C2=C(C3=CN(N=C3C=C2)C)OC1C1=CC=CC=C1)=O (3-[4-(1-Amino-cyclobutyl)-phenyl]-8-methyl-2-phenyl-8H-pyrano[2,3-e]indazol-4-one). Reported procedure: Following the procedure used to prepare 3-[4-(1-amino-cyclobutyl)-phenyl]-6-fluoro-2-phenyl-chromen-4-one, {1-[4-(8-methyl-4-oxo-2-phenyl-4,8-dihydro-pyrano[2,3-e]indazol-3-yl)-phenyl]-cyclobutyl}-carbamic acid tert-butyl ester was reacted to give the title compound as a white solid (15 mg, 89%). 1H NMR (400 MHz, DMSO-d6): δ 8.96 (s, 1H), 7.82 (d, J=9.4 Hz, 1H), 7.62 (d, J=9.4 Hz, 1H), 7.49-7.40 (m, 5H), 7.39-7.33 (m, 2H), 7.25-7.21 (m, 2H), 4.23 (s, 3H), 2.51-2.42 (m, 2H), 2.37-2.28 (m, 2H), 2.... As a reaction SMILES: NC1(C2C=CC(C3C(=O)C4C(=CC=C(F)C=4)OC=3C3C=CC=CC=3)=CC=2)CCC1.C(OC(=O)[NH:36][C:37]1([C:41]2[CH:46]=[CH:45][C:44]([C:47]3[C:48](=[O:67])[C:49]4[CH:57]=[CH:56][C:55]5[C:51](=[CH:52][N:53]([CH3:58])[N:54]=5)[C:50]=4[O:59][C:60]=3[C:61]3[CH:66]=[CH:65][CH:64]=[CH:63][CH:62]=3)=[CH:43][CH:42]=2)[CH2:40][CH2:39][CH2:38]1)(C)(C)C>>[NH2:36][C:37]1([C:41]2[CH:46]=[CH:45][C:44]([C:47]3[C:48](=[O:67])[C:49]4[CH:57]=[CH:56][C:55]5[C:51](=[CH:52][N:53]([CH3:58])[N:54]=5)[C:50]=4[O:59][C:60]=3[C:61]3[CH:62]=[CH:63][CH:64]=[CH:65][CH:66]=3)=[CH:43][CH:42]=2)[CH2:38][CH2:39][CH2:40]1. Yield: 89.0%. The reactants are NC1(CCC1)C1=CC=C(C=C1)C1=C(OC2=CC=C(C=C2C1=O)F)C1=CC=CC=C1 (3-[4-(1-amino-cyclobutyl)-phenyl]-6-fluoro-2-phenyl-chromen-4-one), C(C)(C)(C)OC(NC1(CCC1)C1=CC=C(C=C1)C=1C(C2=C(C3=CN(N=C3C=C2)C)OC1C1=CC=CC=C1)=O)=O ({1-[4-(8-methyl-4-oxo-2-phenyl-4,8-dihydro-pyrano[2,3-e]indazol-3-yl)-phenyl]-cyclobutyl}-carbamic acid tert-butyl ester).